describe an organic reaction: reactants, conditions, products, and yield From a dataset of the Open Reaction Database (ORD), a public repository of structured organic reaction records. Reactants: CC(C(NC(=O)OCC)NC(=O)OCC)CNC(=O)OCC (2-methyl-1,1,3-tri(ethoxycarbonylamino)propane), [H][H] (hydrogen). Reagents/catalysts: [Ni] (Raney nickel). Run in C(C)O (ethanol). Yields the product CC(CNC(=O)OCC)CNC(=O)OCC (2-methyl-1,3-di(ethoxycarbonylamino)propane). Reaction SMILES: [CH3:1][CH:2]([CH2:16][NH:17][C:18]([O:20][CH2:21][CH3:22])=[O:19])[CH:3](NC(OCC)=O)[NH:4][C:5]([O:7][CH2:8][CH3:9])=[O:6].[H][H]>C(O)C.[Ni]>[CH3:1][CH:2]([CH2:3][NH:4][C:5]([O:7][CH2:8][CH3:9])=[O:6])[CH2:16][NH:17][C:18]([O:20][CH2:21][CH3:22])=[O:19]. Reported procedure: 10 g of the 2-methyl-1,1,3-tri(ethoxycarbonylamino)propane obtained in stage 1a) are dissolved in 90 ml of ethanol, 3 g of Raney nickel are added, and hydrogenation is carried out in a stirred autoclave at 165° C. and 50 bar of hydrogen for 10 hours. Conversion is complete, giving 2-methyl-1,3-di(ethoxycarbonylamino)propane with a selectivity of 95%. As a reaction SMILES: [CH:1]([N:4]1[C:8]2[CH:9]=[CH:10][CH:11]=[CH:12][C:7]=2[NH:6][C:5]1=[O:13])([CH3:3])[CH3:2].C([O:18][C:19]([NH:21][CH2:22][CH:23]1[CH2:28][CH2:27][N:26]([CH2:29][C:30]([CH2:37][CH3:38])([CH2:35][CH3:36])[C:31]([O:33][CH3:34])=[O:32])[CH2:25][CH2:24]1)=O)(C)(C)C>>[CH2:35]([C:30]([CH2:29][N:26]1[CH2:25][CH2:24][CH:23]([CH2:22][NH:21][C:19]([N:6]2[C:7]3[CH:12]=[CH:11][CH:10]=[CH:9][C:8]=3[N:4]([CH:1]([CH3:3])[CH3:2])[C:5]2=[O:13])=[O:18])[CH2:28][CH2:27]1)([CH2:37][CH3:38])[C:31]([O:33][CH3:34])=[O:32])[CH3:36]. Reactants: C(C)(C)N1C(NC2=C1C=CC=C2)=O (1-isopropyl-1,3-dihydro-2H-benzimidazol-2-one), C(C)(C)(C)OC(=O)NCC1CCN(CC1)CC(C(=O)OC)(CC)CC (Methyl 2-[(4{[(tert-butoxycarbonyl)amino]methyl}piperidin-1-yl)methyl]-2-ethylbutanoate). Yields the product C(C)C(C(=O)OC)(CC)CN1CCC(CC1)CNC(=O)N1C(N(C2=C1C=CC=C2)C(C)C)=O (Methyl 2-ethyl-2-{[4-({[(3-isopropyl-2-oxo-2,3-dihydro-1H-benzimidazol-1-yl)carbonyl]amino}methyl)piperidin-1-yl]methyl}butanoate). Procedure details: The title compound was prepared according to the procedure described in Step 2 of Example 8 from 1-isopropyl-1,3-dihydro-2H-benzimidazol-2-one and Methyl 2-[(4-{[(tert-butoxycarbonyl)amino]methyl}piperidin-1-yl)methyl]-2-ethylbutanoate (step 1 of Example 13). The reactants are C(C)OC(=O)C=1C=C2CC(C(NC2=CC1)C1=CC(=CC(=C1)F)Br)(C)C (2-(3-bromo-5-fluoro-phenyl)-3,3-dimethyl-1,2,3,4-tetrahydro-quinoline-6-carboxylic acid ethyl ester), [Br-].C1(CCCCC1)[Zn+] (cyclohexylzinc bromide), O1CCCC1 (tetrahydrofuran), [Cl-].[NH4+] (ammonium chloride). Reagents/catalysts: C1=CC=C(C=C1)P([C-]2C=CC=C2)C3=CC=CC=C3.C1=CC=C(C=C1)P([C-]2C=CC=C2)C3=CC=CC=C3.Cl[Pd]Cl.[Fe+2] (1,1′-bis(diphenylphosphino) ferrocenedichloropalladium (II)). Solvent: O1CCOCC1 (dioxane), CN(C)C=O (DMF). Conditions: temperature 70 celsius, time 2 hour. Product: C(C)OC(=O)C=1C=C2CC(C(NC2=CC1)C1=CC(=CC(=C1)F)C1CCCCC1)(C)C (2-(3-cyclohexyl-5-fluoro-phenyl)-3,3-dimethyl-1,2,3,4-tetrahydro-quinoline-6-carboxylic acid ethyl ester). The yield is 51.0%. As a reaction SMILES: [CH2:1]([O:3][C:4]([C:6]1[CH:7]=[C:8]2[C:13](=[CH:14][CH:15]=1)[NH:12][CH:11]([C:16]1[CH:21]=[C:20]([F:22])[CH:19]=[C:18](Br)[CH:17]=1)[C:10]([CH3:25])([CH3:24])[CH2:9]2)=[O:5])[CH3:2].[Br-].[CH:27]1([Zn+])[CH2:32][CH2:31][CH2:30][CH2:29][CH2:28]1.O1CCCC1.[Cl-].[NH4+]>O1CCOCC1.C1C=CC(P(C2C=CC=CC=2)[C-]2C=CC=C2)=CC=1.C1C=CC(P(C2C=CC=CC=2)[C-]2C=CC=C2)=CC=1.Cl[Pd]Cl.[Fe+2].CN(C=O)C>[CH2:1]([O:3][C:4]([C:6]1[CH:7]=[C:8]2[C:13](=[CH:14][CH:15]=1)[NH:12][CH:11]([C:16]1[CH:21]=[C:20]([F:22])[CH:19]=[C:18]([CH:27]3[CH2:32][CH2:31][CH2:30][CH2:29][CH2:28]3)[CH:17]=1)[C:10]([CH3:25])([CH3:24])[CH2:9]2)=[O:5])[CH3:2] |f:1.2,4.5,7.8.9.10|. Procedure: A mixture of 2-(3-bromo-5-fluoro-phenyl)-3,3-dimethyl-1,2,3,4-tetrahydro-quinoline-6-carboxylic acid ethyl ester (0.41 g, 1.0 mmol), cyclohexylzinc bromide solution 0.5 M in tetrahydrofuran (3.0 mL, 1.5 mmol), 1,1′-bis(diphenylphosphino) ferrocenedichloropalladium (II) (41 mg, 0.05 mmol), and DMF (0.5 mL) in dioxane (3 mL) was stirred at 70° C. for 2 hours. Then treated with saturated ammonium chloride (20 mL), extracted with ether (100 mL). After removal of solvent, the residue was purified on ... The reactants are O (Water), O1CCC(CC1)N(C)[C@H]1CN(CC1)C(=O)OC(C)(C)C (N-(tetrahydro-2H-pyran-4-yl)-1-tert-butyloxycarbonyl-(3R)-pyrrolidine-3-yl-methylamine), ClC1=C(C=O)C=CC(=C1)Cl (2,4-dichlorobenzaldehyde), C(C)(=O)O[BH-](OC(C)=O)OC(C)=O.[Na+] (sodium triacetoxyborohydride). Run in ClCCCl (1,2-dichloroethane). Conditions: time 18 hour. The product is ClC1=C(C=CC(=C1)Cl)CN(C1CCOCC1)C[C@@H]1CN(CC1)C(=O)OC(C)(C)C (N-{[2,4-Dichlorophenyl]methyl}-N-(tetrahydro-2H-pyran-4-yl)-1-tert-butyloxycarbonyl-(3R)-pyrrolidine-3-yl-methylamine). As a reaction SMILES: [O:1]1[CH2:6][CH2:5][CH:4]([N:7]([C@@H:9]2[CH2:13][CH2:12][N:11]([C:14]([O:16][C:17]([CH3:20])([CH3:19])[CH3:18])=[O:15])[CH2:10]2)[CH3:8])[CH2:3][CH2:2]1.[Cl:21][C:22]1[CH:29]=[C:28]([Cl:30])[CH:27]=[CH:26][C:23]=1C=O.[C:31](O[BH-](OC(=O)C)OC(=O)C)(=O)C.[Na+].O>ClCCCl>[Cl:21][C:22]1[CH:29]=[C:28]([Cl:30])[CH:27]=[CH:26][C:23]=1[CH2:8][N:7]([CH2:9][C@H:13]1[CH2:31][CH2:10][N:11]([C:14]([O:16][C:17]([CH3:18])([CH3:19])[CH3:20])=[O:15])[CH2:12]1)[CH:4]1[CH2:3][CH2:2][O:1][CH2:6][CH2:5]1 |f:2.3|. Procedure details: A mixture of N-(tetrahydro-2H-pyran-4-yl)-1-tert-butyloxycarbonyl-(3R)-pyrrolidine-3-yl-methylamine (0.36 g, 1.26 mmol), 2,4-dichlorobenzaldehyde (0.44 g, 2.52 mmol) and sodium triacetoxyborohydride (0.67 g, 3.15 mmol) in 1,2-dichloroethane (15 ml) is stirred at room temperature for 18 h. Water (2 ml) is added to the reaction mixture and stirring continued for 5 min. The organic phase is separated using a hydrophobic frit and evaporated. The resulting oil is dissolved in methanol and purified us...